This data is from the Open Reaction Database (ORD), a public repository of structured organic reaction records. The task is: describe an organic reaction: reactants, conditions, products, and yield Starting materials: CNc1cccc(CCOc2ccc3[nH]c(CCC(=O)OC)cc3c2)n1, CO, [Na+], [OH-], O. Yields the product CNc1cccc(CCOc2ccc3[nH]c(CCC(=O)O)cc3c2)n1. As a reaction SMILES: [CH3:1][NH:2][c:3]1[cH:4][cH:5][cH:6][c:7]([CH2:9][CH2:10][O:11][c:12]2[cH:13][c:14]3[cH:15][c:16]([CH2:21][CH2:22][C:23](=[O:24])[O:25][CH3:26])[nH:17][c:18]3[cH:19][cH:20]2)[n:8]1.[CH3:29][OH:30].[Na+:28].[OH-:27].[OH2:31]>>[CH3:1][NH:2][c:3]1[cH:4][cH:5][cH:6][c:7]([CH2:9][CH2:10][O:11][c:12]2[cH:13][c:14]3[cH:15][c:16]([CH2:21][CH2:22][C:23](=[O:24])[OH:25])[nH:17][c:18]3[cH:19][cH:20]2)[n:8]1. Starting materials: O=C([O-])O, CC(=O)O, CC(=O)[O-], Cl, Nc1ccccc1C(=O)Nc1ccc(N2CCN3CCC2CC3)cc1, [Na+], [Na+], O. Yields the product CC(=O)Nc1ccccc1C(=O)Nc1ccc(N2CCN3CCC2CC3)cc1. Reaction SMILES: [C:36](=[O:37])([OH:38])[O-:39].[CH3:1][C:2]([OH:3])=[O:4].[CH3:32][C:33](=[O:34])[O-:35].[ClH:5].[NH2:6][c:7]1[c:8]([C:9](=[O:10])[NH:11][c:12]2[cH:13][cH:14][c:15]([N:18]3[CH2:19][CH2:20][N:21]4[CH2:22][CH2:23][CH:24]3[CH2:25][CH2:26]4)[cH:16][cH:17]2)[cH:27][cH:28][cH:29][cH:30]1.[Na+:31].[Na+:40].[OH2:41]>>[CH3:1][C:2](=[O:3])[NH:6][c:7]1[c:8]([C:9](=[O:10])[NH:11][c:12]2[cH:13][cH:14][c:15]([N:18]3[CH2:19][CH2:20][N:21]4[CH2:22][CH2:23][CH:24]3[CH2:25][CH2:26]4)[cH:16][cH:17]2)[cH:27][cH:28][cH:29][cH:30]1. Starting materials: CCOC(C)=O, O=C1CCC(=O)N1Cl, Nc1cc(Cl)c(Oc2ccc(F)cc2F)c(Cl)c1, c1ccccc1. Yields the product Nc1cc(Cl)c(Oc2ccc(F)cc2F)c(Cl)c1Cl. Reaction SMILES: [CH3:33][CH2:34][O:35][C:36](=[O:37])[CH3:38].[Cl:19][N:20]1[C:21](=[O:22])[CH2:23][CH2:24][C:25]1=[O:26].[Cl:1][c:2]1[cH:3][c:4]([NH2:5])[cH:6][c:7]([Cl:18])[c:8]1[O:9][c:10]1[c:11]([F:17])[cH:12][c:13]([F:16])[cH:14][cH:15]1.[cH:27]1[cH:28][cH:29][cH:30][cH:31][cH:32]1>>[Cl:1][c:2]1[cH:3][c:4]([NH2:5])[c:6]([Cl:19])[c:7]([Cl:18])[c:8]1[O:9][c:10]1[c:11]([F:17])[cH:12][c:13]([F:16])[cH:14][cH:15]1. The reactants are CC(C)(C)c1ccc(B(O)O)cc1, CC(=O)[O-], CC(=O)[O-], CCOC(=O)c1sc(C(F)(F)F)c(C#N)c1I, COCCOC, [F-], [K+], [Pd+2]. The product is CCOC(=O)c1sc(C(F)(F)F)c(C#N)c1-c1ccc(C(C)(C)C)cc1. Reaction SMILES: [C:18]([CH3:19])([CH3:20])([CH3:21])[c:22]1[cH:23][cH:24][c:25]([B:28]([OH:29])[OH:30])[cH:26][cH:27]1.[C:39]([O-:40])(=[O:41])[CH3:42].[C:44]([O-:45])(=[O:46])[CH3:47].[CH2:1]([CH3:2])[O:3][C:4](=[O:5])[c:6]1[s:7][c:8]([C:14]([F:15])([F:16])[F:17])[c:9]([C:12]#[N:13])[c:10]1[I:11].[CH3:33][O:34][CH2:35][CH2:36][O:37][CH3:38].[F-:31].[K+:32].[Pd+2:43]>>[CH2:1]([CH3:2])[O:3][C:4](=[O:5])[c:6]1[s:7][c:8]([C:14]([F:15])([F:16])[F:17])[c:9]([C:12]#[N:13])[c:10]1-[c:25]1[cH:24][cH:23][c:22]([C:18]([CH3:19])([CH3:20])[CH3:21])[cH:27][cH:26]1. Starting materials: CC1=CC=C(C=C1)C=1SC=CC1C#N (2-(4-methylphenyl)-3-cyanothiophene), BrN1C(CCC1=O)=O (N-bromosuccinimide). Reagents/catalysts: C(C1=CC=CC=C1)(=O)OOC(C1=CC=CC=C1)=O (benzoyl peroxide). Solvent: C(Cl)(Cl)(Cl)Cl (carbon tetrachloride). Conditions: time 24 hour. Product: C(#N)C1=C(SC=C1)C1=CC=C(CBr)C=C1 (4-(3-cyano-2-thienyl)benzyl bromide). Yield: 40.9%. RXN SMILES: [CH3:1][C:2]1[CH:7]=[CH:6][C:5]([C:8]2[S:9][CH:10]=[CH:11][C:12]=2[C:13]#[N:14])=[CH:4][CH:3]=1.[Br:15]N1C(=O)CCC1=O>C(Cl)(Cl)(Cl)Cl.C(OOC(=O)C1C=CC=CC=1)(=O)C1C=CC=CC=1>[C:13]([C:12]1[CH:11]=[CH:10][S:9][C:8]=1[C:5]1[CH:4]=[CH:3][C:2]([CH2:1][Br:15])=[CH:7][CH:6]=1)#[N:14]. Procedure details: 24.5 g of 2-(4-methylphenyl)-3-cyanothiophene, prepared in E), are dissolved in 200 ml of carbon tetrachloride. 21.9 g of N-bromosuccinimide are added, as well as 0.1 g of benzoyl peroxide. The mixture is heated to reflux for 24 hours. The crystals of succinimide are filtered off and the solvent is evaporated off under vacuum. The residue is taken up in a mixture of hexane and ethyl acetate and the solution is kept in a freezer for 24 hours. The crystals formed are drained to give 14 g of 4-(3-c...